From a dataset of the Open Reaction Database (ORD), a public repository of structured organic reaction records. describe an organic reaction: reactants, conditions, products, and yield Isolated yield 98.4%. Yields the product C(CCCCCCC)C=1C=C2CCNCC2=CC1 (6-Octyl-1,2,3,4-tetrahydroisoquinoline). Reactants: FC(C(=O)N1CC2=CC=C(C=C2CC1)CCCCCCCC)(F)F (2,2,2-Trifluoro-1-(6-octyl-3,4-dihydroisoquinolin-2(1H)-yl)ethanone), C(=O)([O-])[O-].[K+].[K+] (K2CO3). Run in CO (MeOH). Procedure details: A mixture of the product of Step D (0.1 g; 0.29 mmol) and K2CO3 (0.04 g; 0.29 mmol) in 50% aqueous MeOH (5 ml) was refluxed for 3 h, under N2, then cooled to room temperature. The organic solvent was removed under reduced pressure and the residue was diluted to 15 ml with Et2O, washed with, H2O, brine, dried over anhydrous MgSO4 and filtered. The filtrate was evaporated to dryness under reduced pressure to give a title compound (0.07 g; 98%), as a colourless syrup. 1H-NMR (CDCl3) 0.86 (tr, 3H, J... As a reaction SMILES: FC(F)(F)C([N:5]1[CH2:14][CH2:13][C:12]2[C:7](=[CH:8][CH:9]=[C:10]([CH2:15][CH2:16][CH2:17][CH2:18][CH2:19][CH2:20][CH2:21][CH3:22])[CH:11]=2)[CH2:6]1)=O.C([O-])([O-])=O.[K+].[K+]>CO>[CH2:15]([C:10]1[CH:11]=[C:12]2[C:7](=[CH:8][CH:9]=1)[CH2:6][NH:5][CH2:14][CH2:13]2)[CH2:16][CH2:17][CH2:18][CH2:19][CH2:20][CH2:21][CH3:22] |f:1.2.3|. Reactants: O=C=O, [Li]CCCC, C1CCOC1, Cc1ccc2c(c1)Cc1cc(C)ccc1-2, O. The product is Cc1ccc2c(c1)C(C(=O)O)c1cc(C)ccc1-2. RXN SMILES: [C:21](=[O:22])=[O:23].[CH2:16]([Li:17])[CH2:18][CH2:19][CH3:20].[CH2:24]1[O:25][CH2:26][CH2:27][CH2:28]1.[CH3:1][c:2]1[cH:3][c:4]2[c:12]([cH:13][cH:14]1)-[c:11]1[c:6]([cH:7][c:8]([CH3:15])[cH:9][cH:10]1)[CH2:5]2.[OH2:29]>>[CH3:1][c:2]1[cH:3][c:4]2[c:12]([cH:13][cH:14]1)-[c:11]1[c:6]([cH:7][c:8]([CH3:15])[cH:9][cH:10]1)[CH:5]2[C:21](=[O:22])[OH:23]. Starting materials: [Cl-].[Na+].O.O (brine water), CC1=C(C(=NO1)C1=CC=CC=C1)C=1N=C2N(C=CC(=C2)N)C1 (2-(5-methyl-3-phenyl-isoxazol-4-yl)-imidazo[1,2-a]pyridin-7-ylamine), C1(CC1)C(=O)O (cyclopropanecarboxylic acid), N,N,N′,N′-tetramethyl-O-(benzotriazol-1-yl)uranium tetrafluoroborate, C(C)(C)N(C(C)C)CC (N,N-diisopropyl ethyl amine). The solvent is CN(C)C=O (DMF), CN(C)C=O (DMF). Conditions: time 8 hour. The product is CC1=C(C(=NO1)C1=CC=CC=C1)C=1N=C2N(C=CC(=C2)NC(=O)C2CC2)C1 (Cyclopropanecarboxylic acid [2-(5-methyl-3-phenyl-isoxazol-4-yl)-imidazo[1,2-a]pyridin-7-yl]-amide). The yield is 11.9%. Reaction SMILES: [CH3:1][C:2]1[O:6][N:5]=[C:4]([C:7]2[CH:12]=[CH:11][CH:10]=[CH:9][CH:8]=2)[C:3]=1[C:13]1[N:14]=[C:15]2[CH:20]=[C:19]([NH2:21])[CH:18]=[CH:17][N:16]2[CH:22]=1.[CH:23]1([C:26](O)=[O:27])[CH2:25][CH2:24]1.C(N(CC)C(C)C)(C)C.[Cl-].[Na+].O.O>CN(C=O)C>[CH3:1][C:2]1[O:6][N:5]=[C:4]([C:7]2[CH:8]=[CH:9][CH:10]=[CH:11][CH:12]=2)[C:3]=1[C:13]1[N:14]=[C:15]2[CH:20]=[C:19]([NH:21][C:26]([CH:23]3[CH2:25][CH2:24]3)=[O:27])[CH:18]=[CH:17][N:16]2[CH:22]=1 |f:3.4.5.6|. Procedure details: A solution of 2-(5-methyl-3-phenyl-isoxazol-4-yl)-imidazo[1,2-a]pyridin-7-ylamine (92 mg, 0.32 mmol) in DMF (0.2 mL) was added to a solution containing cyclopropanecarboxylic acid (24.8 mg, 0.29 mmol), N,N,N′,N′-tetramethyl-O-(benzotriazol-1-yl)uranium tetrafluoroborate (101.7 mg, 0.32 mmol), N,N-diisopropyl ethyl amine (247 μL, 1.44 mmol) in DMF (0.3 mL) and the resulting mixture stirred at room temperature overnight and then heated at 110° C. for 2.5 h. The resulting mixture was then poured in... The reactants are F[C@@H]1CO[C@@H](CC[C@H]1NC(OC(C)(C)C)=O)C1=C(C=NN1C)[N+](=O)[O-] (tert-butyl ((3S,4R,7S)-3-fluoro-7-(1-methyl-4-nitro-1H-pyrazol-5-yl)oxepan-4-yl)carbamate), F[C@@H]1CO[C@@H](CC[C@H]1NC(OC(C)(C)C)=O)C1=C(C=NN1C)[N+](=O)[O-] (tert-butyl ((3S,4R,7S)-3-fluoro-7-(1-methyl-4-nitro-1H-pyrazol-5-yl)oxepan-4-yl)carbamate), N1=C(C=CC=C1)C=1SC=C(N1)C(=O)O (2-(pyridin-2-yl)thiazole-4-carboxylic acid). The product is N[C@@H]1CC[C@H](OC[C@H]1F)C1=C(C=NN1C)NC(=O)C=1N=C(SC1)C1=NC=CC=C1 (N-(5-((2S,5R,6S)-5-amino-6-fluorooxepan-2-yl)-1-methyl-1H-pyrazol-4-yl)-2-(pyridin-2-yl)thiazole-4-carboxamide). RXN SMILES: [F:1][C@H:2]1[C@H:8]([NH:9]C(=O)OC(C)(C)C)[CH2:7][CH2:6][C@@H:5]([C:17]2[N:21]([CH3:22])[N:20]=[CH:19][C:18]=2[N+:23]([O-])=O)[O:4][CH2:3]1.[N:26]1[CH:31]=[CH:30][CH:29]=[CH:28][C:27]=1[C:32]1[S:33][CH:34]=[C:35]([C:37](O)=[O:38])[N:36]=1>>[NH2:9][C@H:8]1[C@H:2]([F:1])[CH2:3][O:4][C@H:5]([C:17]2[N:21]([CH3:22])[N:20]=[CH:19][C:18]=2[NH:23][C:37]([C:35]2[N:36]=[C:32]([C:27]3[CH:28]=[CH:29][CH:30]=[CH:31][N:26]=3)[S:33][CH:34]=2)=[O:38])[CH2:6][CH2:7]1. Procedure details: Following the procedure for Example 111 starting from tert-butyl ((3S,4R,7S)-3-fluoro-7-(1-methyl-4-nitro-1H-pyrazol-5-yl)oxepan-4-yl)carbamate (Intermediate 80), and replacing 5-((tert-butoxycarbonyl)amino)-2-(2,6-difluorophenyl)thiazole-4-carboxylic acid with 2-(pyridin-2-yl)thiazole-4-carboxylic acid (see Tetrahedron 2011, 67, 267) gave 326. 1H NMR (400 MHz, DMSO-d6) δ 9.91 (s, 1H), 8.70-8.65 (m, 1H), 8.50 (s, 1H), 8.35-8.30 (m, 1H), 8.04-7.97 (m, 1H), 7.87 (s, 1H), 7.59-7.53 (m, 1H), 4.94-4.... Starting materials: CN1CCOCC1, CN(C)S(=O)(=O)Cl, CN(C)c1ccncc1, ClCCl, NCc1ccc(C(c2cc(F)ccc2F)S(=O)(=O)c2ccc(Cl)cc2)nc1, Cl, O. The product is CN(C)S(=O)(=O)NCc1ccc(C(c2cc(F)ccc2F)S(=O)(=O)c2ccc(Cl)cc2)nc1. As a reaction SMILES: [CH3:32][N:33]1[CH2:34][CH2:35][O:36][CH2:37][CH2:38]1.[CH3:39][N:40]([S:41](=[O:42])(=[O:43])[Cl:44])[CH3:45].[CH3:46][N:47]([CH3:48])[c:49]1[cH:50][cH:51][n:52][cH:53][cH:54]1.[Cl:1][CH2:2][Cl:3].[Cl:5][c:6]1[cH:7][cH:8][c:9]([S:12](=[O:13])(=[O:14])[CH:15]([c:16]2[cH:17][cH:18][c:19]([CH2:22][NH2:23])[cH:20][n:21]2)[c:24]2[c:25]([F:31])[cH:26][cH:27][c:28]([F:30])[cH:29]2)[cH:10][cH:11]1.[ClH:4].[OH2:55]>>[Cl:5][c:6]1[cH:7][cH:8][c:9]([S:12](=[O:13])(=[O:14])[CH:15]([c:16]2[cH:17][cH:18][c:19]([CH2:22][NH:23][S:41]([N:40]([CH3:39])[CH3:45])(=[O:42])=[O:43])[cH:20][n:21]2)[c:24]2[c:25]([F:31])[cH:26][cH:27][c:28]([F:30])[cH:29]2)[cH:10][cH:11]1. Starting materials: [Si](C)(C)(C(C)(C)C)OC[C@@H](CCN1C=CC2=CC=C(C=C12)O)N1C=NC(=C1)C(=O)N (1-[(R)-1-(tert-butyldimethylsilyloxy)-4-(6-hydroxyindol-1-yl)-2-butyl]imidazole-4-carboxamide), C([O-])([O-])=O.[K+].[K+] (potassium carbonate), O (water), ICCCC (1-iodobutane). Solvent: CN(C)C=O (DMF). Conditions: time 30 minute. The product is C(CCC)OC1=CC=C2C=CN(C2=C1)CC[C@H](CO[Si](C)(C)C(C)(C)C)N1C=NC(=C1)C(=O)N (1-[(R)-4-(6-butoxyindol-1-yl)-1-(tert-butyldimethylsilyloxy)-2-butyl]imidazole-4-carboxamide). Isolated yield 73.1%. As a reaction SMILES: [Si:1]([O:8][CH2:9][C@H:10]([N:23]1[CH:27]=[C:26]([C:28]([NH2:30])=[O:29])[N:25]=[CH:24]1)[CH2:11][CH2:12][N:13]1[C:21]2[C:16](=[CH:17][CH:18]=[C:19]([OH:22])[CH:20]=2)[CH:15]=[CH:14]1)([C:4]([CH3:7])([CH3:6])[CH3:5])([CH3:3])[CH3:2].C(=O)([O-])[O-].[K+].[K+].I[CH2:38][CH2:39][CH2:40][CH3:41].O>CN(C=O)C>[CH2:38]([O:22][C:19]1[CH:20]=[C:21]2[C:16]([CH:15]=[CH:14][N:13]2[CH2:12][CH2:11][C@@H:10]([N:23]2[CH:27]=[C:26]([C:28]([NH2:30])=[O:29])[N:25]=[CH:24]2)[CH2:9][O:8][Si:1]([C:4]([CH3:7])([CH3:5])[CH3:6])([CH3:2])[CH3:3])=[CH:17][CH:18]=1)[CH2:39][CH2:40][CH3:41] |f:1.2.3|. Procedure details: Under N2, to a solution of 1-[(R)-1-(tert-butyldimethylsilyloxy)-4-(6-hydroxyindol-1-yl)-2-butyl]imidazole-4-carboxamide (80 mg, 0.187 mmol) in DMF (5 ml) was added potassium carbonate (38.7 mg, 0.280 mmol) at room temperature. The reaction mixture was stirred for 30 minutes. And then 1-iodobutane (51.5 mg, 0.280 mmol) was added and the resulting mixture was stirred for 24 hours at 60-80° C. The reaction mixture was poured into water (50 ml) and extracted with ethyl acetate. The organic layer wa... The reactants are CC(=O)OC1c2ccccc2Oc2ccccc21, CN(C)CCCC1CCCNC1, CN(C)CCCc1cccnc1, O=[Ru]=O. Product: CN(C)CCCC1CCCN(C2c3ccccc3Oc3ccccc32)C1. As a reaction SMILES: [C:1]([O:2][CH:5]1[c:6]2[cH:7][cH:8][cH:9][cH:10][c:11]2[O:12][c:13]2[cH:14][cH:15][cH:16][cH:17][c:18]21)(=[O:3])[CH3:4].[CH3:19][N:20]([CH2:21][CH2:22][CH2:23][CH:24]1[CH2:25][NH:26][CH2:27][CH2:28][CH2:29]1)[CH3:30].[CH3:31][N:32]([CH3:33])[CH2:34][CH2:35][CH2:36][c:37]1[cH:38][n:39][cH:40][cH:41][cH:42]1.[Ru:43](=[O:44])=[O:45]>>[CH:5]1([N:26]2[CH2:25][CH:24]([CH2:23][CH2:22][CH2:21][N:20]([CH3:19])[CH3:30])[CH2:29][CH2:28][CH2:27]2)[c:6]2[cH:7][cH:8][cH:9][cH:10][c:11]2[O:12][c:13]2[cH:14][cH:15][cH:16][cH:17][c:18]21. Reactants: CC(=O)OC(C)=O, CN1CCNC1=C(Sc1ccccc1)[N+](=O)[O-]. Product: CC(=O)N1CCN(C)C1=C(Sc1ccccc1)[N+](=O)[O-]. RXN SMILES: [CH3:18][C:19](=[O:20])[O:21][C:22](=[O:23])[CH3:24].[CH3:1][N:2]1[C:3](=[C:7]([S:8][c:9]2[cH:10][cH:11][cH:12][cH:13][cH:14]2)[N+:15](=[O:16])[O-:17])[NH:4][CH2:5][CH2:6]1>>[CH3:1][N:2]1[C:3](=[C:7]([S:8][c:9]2[cH:10][cH:11][cH:12][cH:13][cH:14]2)[N+:15](=[O:16])[O-:17])[N:4]([C:19]([CH3:18])=[O:20])[CH2:5][CH2:6]1. Reactants: [NH4+].[Cl-] (NH4Cl), [H-].[Na+] (NaH), IC (iodomethane), C(C)(C)(C)OC(NC1=NC(=CC=C1OC)Br)=O (tert-butyl(6-bromo-3-methoxypyridin-2-yl)carbamate), IC (iodomethane). Run in O (H2O), CC1CCCO1 (2-MeTHF), CC1CCCO1 (2-MeTHF). Run at time 15 minute. The product is C(C)(C)(C)OC(N(C)C1=NC(=CC=C1OC)Br)=O (tert-butyl(6-bromo-3-methoxypyridin-2-yl)(methyl)carbamate). The yield is 90.5%. RXN SMILES: [H-].[Na+].[C:3]([O:7][C:8](=[O:19])[NH:9][C:10]1[C:15]([O:16][CH3:17])=[CH:14][CH:13]=[C:12]([Br:18])[N:11]=1)([CH3:6])([CH3:5])[CH3:4].I[CH3:21].[NH4+].[Cl-]>CC1OCCC1.O>[C:3]([O:7][C:8](=[O:19])[N:9]([C:10]1[C:15]([O:16][CH3:17])=[CH:14][CH:13]=[C:12]([Br:18])[N:11]=1)[CH3:21])([CH3:6])([CH3:4])[CH3:5] |f:0.1,4.5|. Procedure details: NaH (60% in oil, 1.90 g, 47.5 mmol) was added to cooled (5° C.) anhydrous 2-MeTHF (120 mL) under argon, followed by a solution of tert-butyl(6-bromo-3-methoxypyridin-2-yl)carbamate (4.80 g, 15.8 mmol) in anhydrous 2-MeTHF (40 mL) slowly, maintaining the reaction temperature below 15° C. Once the addition was complete the reaction was stirred for 15 min prior to addition of iodomethane (2.76 mL, 44.3 mmol). After stirring at rt for 21 h, further iodomethane (2.76 mL, 44.3 mmol) was added and the ...